Dataset: the Open Reaction Database (ORD), a public repository of structured organic reaction records. Task: describe an organic reaction: reactants, conditions, products, and yield The reactants are OC(C(=O)C1=CC=CC=C1)C (2-hydroxypropiophenone), C(C=C)Br (allyl bromide), C([O-])([O-])=O.[K+].[K+] (potassium carbonate). Reagents/catalysts: [I-].[K+] (potassium iodide). Run in CC(=O)C (acetone). Product: C(C=C)OC(C(=O)C1=CC=CC=C1)C (2-allyloxypropiophenone). Yield: 93.3%. As a reaction SMILES: [OH:1][CH:2]([CH3:11])[C:3]([C:5]1[CH:10]=[CH:9][CH:8]=[CH:7][CH:6]=1)=[O:4].[CH2:12](Br)[CH:13]=[CH2:14].C(=O)([O-])[O-].[K+].[K+]>CC(C)=O.[I-].[K+]>[CH2:14]([O:1][CH:2]([CH3:11])[C:3]([C:5]1[CH:10]=[CH:9][CH:8]=[CH:7][CH:6]=1)=[O:4])[CH:13]=[CH2:12] |f:2.3.4,6.7|. Reported procedure: A mixture of 225 grams of 2-hydroxypropiophenone, 247 grams of allyl bromide, 415 grams of potassium carbonate and 5 grams of potassium iodide is heated to reflux for twenty four hours in 1 liter of acetone. After cooled, insoluble matters are removed by filtration, the filtrate is concentrated, the residue is dissolved in benzene, and the solution is washed with 10% sodium hydroxide solution. After washing with water, the solution is dried with anhydrous magnesium sulfate and benzene is evapora... Product: O=C1NC(CCC1N1C(C2=CC=CC(=C2C1=O)CNC(CC1=CC(=CC=C1)OC(F)(F)F)=O)=O)=O (N-[2-(2,6-dioxo-piperidin-3-yl)-1,3-dioxo-2,3-dihydro-1H-isoindol-4-ylmethyl]-2-(3-trifluoromethoxy-phenyl)-acetamide). Reaction SMILES: Cl.[NH2:2][CH2:3][C:4]1[CH:12]=[CH:11][CH:10]=[C:9]2[C:5]=1[C:6](=[O:22])[N:7]([CH:14]1[CH2:19][CH2:18][C:17](=[O:20])[NH:16][C:15]1=[O:21])[C:8]2=[O:13].N12CCCN=C1CCCCC2.ON1C2C=CC=CC=2N=N1.[F:44][C:45]([F:58])([F:57])[O:46][C:47]1[CH:48]=[C:49]([CH2:53][C:54](O)=[O:55])[CH:50]=[CH:51][CH:52]=1.Cl.CN(C)CCCN=C=NCC>C(#N)C>[O:21]=[C:15]1[CH:14]([N:7]2[C:6](=[O:22])[C:5]3[C:9](=[CH:10][CH:11]=[CH:12][C:4]=3[CH2:3][NH:2][C:54](=[O:55])[CH2:53][C:49]3[CH:50]=[CH:51][CH:52]=[C:47]([O:46][C:45]([F:57])([F:44])[F:58])[CH:48]=3)[C:8]2=[O:13])[CH2:19][CH2:18][C:17](=[O:20])[NH:16]1 |f:0.1,5.6|. Yield: 74.3%. Run at time 10 minute. Run in C(C)#N (acetonitrile). Reactants: Cl.CN(CCCN=C=NCC)C (1-(3-dimethylaminopropyl)-3-ethylcarbodiimide hydrochloride), Cl.NCC1=C2C(N(C(C2=CC=C1)=O)C1C(NC(CC1)=O)=O)=O (4-aminomethyl-2-(2,6-dioxo-piperidin-3-yl)-isoindole-1,3-dione hydrochloride), N12CCCCCC2=NCCC1 (1,8-diazabicyclo[5,4,0]undec-7-ene), ON1N=NC2=C1C=CC=C2 (1-hydroxybenzotriazole), FC(OC=1C=C(C=CC1)CC(=O)O)(F)F (3-trifluoromethoxyphenylacetic acid). Reported procedure: To a stirred suspension of 4-aminomethyl-2-(2,6-dioxo-piperidin-3-yl)-isoindole-1,3-dione hydrochloride (0.7 g, 2.2 mmol) in acetonitrile (60 mL), was added 1,8-diazabicyclo[5,4,0]undec-7-ene (0.8 g, 5.4 mmol). After stirring for 10 minutes, 1-hydroxybenzotriazole (0.4 g, 2.6 mmol) and 3-trifluoromethoxyphenylacetic acid (0.5 g, 2.4 mmol) were added, followed by 1-(3-dimethylaminopropyl)-3-ethylcarbodiimide hydrochloride (0.6 g, 3.2 mmol). The mixture was stirred at room temperature overnight th... The reactants are Cc1oc(-c2ccccc2)cc1C(=O)Cl, ClCCl, Cl, COC(=O)c1ccccc1COc1ccc(CCN)cc1. Yields the product COC(=O)c1ccccc1COc1ccc(CCNC(=O)c2cc(-c3ccccc3)oc2C)cc1. RXN SMILES: [CH3:1][c:2]1[o:3][c:4](-[c:10]2[cH:11][cH:12][cH:13][cH:14][cH:15]2)[cH:5][c:6]1[C:7](=[O:8])[Cl:9].[Cl:38][CH2:39][Cl:40].[ClH:16].[NH2:17][CH2:18][CH2:19][c:20]1[cH:21][cH:22][c:23]([O:24][CH2:25][c:26]2[c:27]([C:28](=[O:29])[O:30][CH3:31])[cH:32][cH:33][cH:34][cH:35]2)[cH:36][cH:37]1>>[CH3:1][c:2]1[o:3][c:4](-[c:10]2[cH:11][cH:12][cH:13][cH:14][cH:15]2)[cH:5][c:6]1[C:7](=[O:8])[NH:17][CH2:18][CH2:19][c:20]1[cH:21][cH:22][c:23]([O:24][CH2:25][c:26]2[c:27]([C:28](=[O:29])[O:30][CH3:31])[cH:32][cH:33][cH:34][cH:35]2)[cH:36][cH:37]1.